From a dataset of the Open Reaction Database (ORD), a public repository of structured organic reaction records. describe an organic reaction: reactants, conditions, products, and yield The reactants are COC1=CC=C(C=C1)CCCCOC=1C=C(C=O)C=CC1OC (3-(4-(4-Methoxyphenyl)-butoxy)-4-methoxybenzaldehyde), NC=1C=C(C(=O)O)C=CC1N (3,4-diaminobenzoic acid). The product is COC1=CC=C(C=C1)CCCCOC=1C=C(C=CC1OC)C1=NC2=C(N1)C=CC(=C2)C(=O)O (2-[3-[4-(4-Methoxyphenyl)butoxy]-4methoxyphenyl]-1H-benzimidazole-5-carboxylic Acid). Isolated yield 35.2%. Reaction SMILES: [CH3:1][O:2][C:3]1[CH:8]=[CH:7][C:6]([CH2:9][CH2:10][CH2:11][CH2:12][O:13][C:14]2[CH:15]=[C:16]([CH:19]=[CH:20][C:21]=2[O:22][CH3:23])[CH:17]=O)=[CH:5][CH:4]=1.[NH2:24][C:25]1[CH:26]=[C:27]([CH:31]=[CH:32][C:33]=1[NH2:34])[C:28]([OH:30])=[O:29]>>[CH3:1][O:2][C:3]1[CH:8]=[CH:7][C:6]([CH2:9][CH2:10][CH2:11][CH2:12][O:13][C:14]2[CH:15]=[C:16]([C:17]3[NH:34][C:33]4[CH:32]=[CH:31][C:27]([C:28]([OH:30])=[O:29])=[CH:26][C:25]=4[N:24]=3)[CH:19]=[CH:20][C:21]=2[O:22][CH3:23])=[CH:5][CH:4]=1. Procedure details: 3-(4-(4-Methoxyphenyl)-butoxy)-4-methoxybenzaldehyde (2.8 g) and 3,4-diaminobenzoic acid (1.4 g) were heated to about 120° C. over 1 hour. The resulting residue was chromatographed on a 5×10 cm pad of silica gel eluting with ether to give 1.4 g of a beige solid which was recrystallized from 20 ml of methanol. M.P. 167°-169° C. MS m/e 450 (M+ +1). Elemental analysis calculated for C26H28 O5N2 : C, 69.62; H, 6.29; N, 6.24. Found: C, 69.72; H. 6.70; N, 5.75.